This data is from the Open Reaction Database (ORD), a public repository of structured organic reaction records. The task is: describe an organic reaction: reactants, conditions, products, and yield Starting materials: C1(CC1)N1C=C(C(C=2C=C3C(=NC12)C(=C(C(=C3)F)F)F)=O)C(=O)OCC (1-cyclopropyl-3-ethoxycarbonyl-7,8,9-trifluoro-4-oxo-1,4-dihydrobenzo[b][1,8]naphthyridine), CS(=O)(=O)O.CS(=O)(=O)O.NC1CNC1 (3-aminoazetidine dimethanesulphonate). The product is NC1CN(C1)C=1C(=CC=2C(=NC=3N(C=C(C(C3C2)=O)C(=O)OCC)C2CC2)C1F)F (8-(3-amino-1-azetidinyl)-1-cyclopropyl-3-ethoxycarbonyl-7,9-difluoro-4-oxo-1,4-dihydrobenzo[b][1,8]naphthyridine). Isolated yield 53.8%. Reaction SMILES: [CH:1]1([N:4]2[C:13]3[N:12]=[C:11]4[C:14]([F:20])=[C:15](F)[C:16]([F:18])=[CH:17][C:10]4=[CH:9][C:8]=3[C:7](=[O:21])[C:6]([C:22]([O:24][CH2:25][CH3:26])=[O:23])=[CH:5]2)[CH2:3][CH2:2]1.CS(O)(=O)=O.CS(O)(=O)=O.[NH2:37][CH:38]1[CH2:41][NH:40][CH2:39]1>>[NH2:37][CH:38]1[CH2:41][N:40]([C:15]2[C:16]([F:18])=[CH:17][C:10]3[C:11]([C:14]=2[F:20])=[N:12][C:13]2[N:4]([CH:1]4[CH2:2][CH2:3]4)[CH:5]=[C:6]([C:22]([O:24][CH2:25][CH3:26])=[O:23])[C:7](=[O:21])[C:8]=2[CH:9]=3)[CH2:39]1 |f:1.2.3|. Procedure details: 8-(3-Amino-1-azetidinyl)-1-cyclopropyl-3-ethoxycarbonyl-7,9-difluoro-4-oxo-1,4-dihydrobenzo[b][1,8]naphthyridine was prepared under the conditions of Example 2, but starting with 1.3 g of 1-cyclopropyl-3-ethoxycarbonyl-7,8,9-trifluoro-4-oxo-1,4-dihydrobenzo[b][1,8]naphthyridine and 1.32 g of 3-aminoazetidine dimethanesulphonate. After recrystallization in 50 cm3 of ethanol, 0.8 g of 8-(3-amino-1-azetidinyl)-1-cyclopropyl-3-ethoxycarbonyl-7,9-difluoro-4-oxo-1,4-dihydrobenzo[b][1,8]naphthyridine i... Starting materials: CC(C)CCBr, [H-], [Na+], CN(C)C=O, O=C1CC(=O)N(c2ccccc2)c2ccccc2N1, O. The product is CC(C)CCN1C(=O)CC(=O)N(c2ccccc2)c2ccccc21. RXN SMILES: [Br:22][CH2:23][CH2:24][CH:25]([CH3:26])[CH3:27].[H-:2].[Na+:1].[O:28]=[CH:29][N:30]([CH3:31])[CH3:32].[O:3]=[C:4]1[CH2:5][C:6](=[O:21])[N:7]([c:15]2[cH:16][cH:17][cH:18][cH:19][cH:20]2)[c:8]2[c:9]([cH:11][cH:12][cH:13][cH:14]2)[NH:10]1.[OH2:33]>>[O:3]=[C:4]1[CH2:5][C:6](=[O:21])[N:7]([c:15]2[cH:16][cH:17][cH:18][cH:19][cH:20]2)[c:8]2[c:9]([cH:11][cH:12][cH:13][cH:14]2)[N:10]1[CH2:23][CH2:24][CH:25]([CH3:26])[CH3:27]. Reactants: C(C1=CC=CC=C1)N1C(=NC(=C1CC(=O)O)Cl)C1=CC(=CC=C1)OC (1-benzyl-4-chloro-2-(3-methoxyphenyl)imidazole-5-acetic acid). The solvent is Br (hydrobromic acid). Yields the product C(C1=CC=CC=C1)N1C(=NC(=C1CC(=O)O)Cl)C1=CC(=CC=C1)O (1-benzyl-4-chloro-2-(3-hydroxyphenyl)imidazole-5-acetic acid). The yield is 83.3%. Reaction SMILES: [CH2:1]([N:8]1[C:12]([CH2:13][C:14]([OH:16])=[O:15])=[C:11]([Cl:17])[N:10]=[C:9]1[C:18]1[CH:23]=[CH:22][CH:21]=[C:20]([O:24]C)[CH:19]=1)[C:2]1[CH:7]=[CH:6][CH:5]=[CH:4][CH:3]=1>Br>[CH2:1]([N:8]1[C:12]([CH2:13][C:14]([OH:16])=[O:15])=[C:11]([Cl:17])[N:10]=[C:9]1[C:18]1[CH:23]=[CH:22][CH:21]=[C:20]([OH:24])[CH:19]=1)[C:2]1[CH:7]=[CH:6][CH:5]=[CH:4][CH:3]=1. Procedure: 1 g of 1-benzyl-4-chloro-2-(3-methoxyphenyl)imidazole-5-acetic acid was boiled in 14 ml of 48% hydrobromic acid for 2 hours. The reaction solution was evaporated to dryness and, when water was added to the residue, there separated out white powder. The powder was dissolved in 10 ml of hot ethanol, and water was added to the solution until turbidity was developed. After allowing it to stand, there was obtained 0.8 g of 1-benzyl-4-chloro-2-(3-hydroxyphenyl)imidazole-5-acetic acid as colorless, pri... Reactants: CC(C)=O, OCCNCCO, Oc1ccc(CBr)cc1-n1nc2ccccc2n1. The product is OCCN(CCO)Cc1ccc(O)c(-n2nc3ccccc3n2)c1. RXN SMILES: [CH3:26][C:27](=[O:28])[CH3:29].[NH:19]([CH2:20][CH2:21][OH:22])[CH2:23][CH2:24][OH:25].[OH:1][c:2]1[c:3](-[n:10]2[n:11][c:12]3[c:13]([n:14]2)[cH:15][cH:16][cH:17][cH:18]3)[cH:4][c:5]([CH2:8][Br:9])[cH:6][cH:7]1>>[OH:1][c:2]1[c:3](-[n:10]2[n:11][c:12]3[c:13]([n:14]2)[cH:15][cH:16][cH:17][cH:18]3)[cH:4][c:5]([CH2:8][N:19]([CH2:20][CH2:21][OH:22])[CH2:23][CH2:24][OH:25])[cH:6][cH:7]1. The reactants are CCN(CC)C(C)S, CC(C)(C)[O-], COc1ccc(C=O)c2ccsc12, Cl, Cl, [K+], CN(C)C=O. Product: O=Cc1ccc(O)c2sccc12. RXN SMILES: [CH2:21]([N:22]([CH:23]([SH:24])[CH3:25])[CH2:26][CH3:27])[CH3:28].[CH3:14][C:15]([CH3:16])([O-:17])[CH3:18].[CH3:1][O:2][c:3]1[cH:4][cH:5][c:6]([CH:12]=[O:13])[c:7]2[c:8]1[s:9][cH:10][cH:11]2.[ClH:20].[ClH:29].[K+:19].[O:30]=[CH:31][N:32]([CH3:33])[CH3:34]>>[OH:2][c:3]1[cH:4][cH:5][c:6]([CH:12]=[O:13])[c:7]2[c:8]1[s:9][cH:10][cH:11]2. The reactants are N[C@@H](CCCNC(N)=N)C(=O)O (Arg), Amino acid, Cl (HCl), N[C@@H](CC1=CC=CC=C1)C(=O)O (Phe), N[C@@H](CCCCN)C(=O)O (Lys), N[C@@H](CCCNC(N)=N)C(=O)O (Arg). Product: N[C@@H](CC(C)C)C(=O)OCC1=CC=CC=C1 (H-Leu-OBzl). Reaction SMILES: Cl.[NH2:2][C@H:3]([C:9]([OH:11])=[O:10])[CH2:4][CH2:5][CH2:6]CN.N[C@H:13](C(O)=O)CCCNC(=N)N.N[C@H](C(O)=O)[CH2:26][C:27]1[CH:32]=[CH:31][CH:30]=[CH:29][CH:28]=1>>[NH2:2][C@H:3]([C:9]([O:11][CH2:26][C:27]1[CH:32]=[CH:31][CH:30]=[CH:29][CH:28]=1)=[O:10])[CH2:4][CH:5]([CH3:6])[CH3:13]. Procedure: Amino acid analysis (after hydrolyzed in 6 N--HCl at 110° C. for 24 hours) (Parenthesized are the theoretical data.): Lys 0.84 (1); Glu 1.02 (1); Leu 1.00 (1); Tyr 0.92 (1). Starting materials: CN1CCCC1=O, CNCCCN(C)C, CC(C)=O, O=Cc1ccc(F)cc1, [K+], [K+], O=C([O-])[O-]. Product: CN(C)CCCN(C)c1ccc(C=O)cc1. Reaction SMILES: [CH3:16][N:17]1[CH2:18][CH2:19][CH2:20][C:21]1=[O:22].[CH3:23][N:24]([CH2:25][CH2:26][CH2:27][NH:28][CH3:29])[CH3:30].[CH3:31][C:32](=[O:33])[CH3:34].[F:1][c:2]1[cH:3][cH:4][c:5]([CH:6]=[O:7])[cH:8][cH:9]1.[K+:10].[K+:11].[O-:12][C:13]([O-:14])=[O:15]>>[c:2]1([N:28]([CH2:27][CH2:26][CH2:25][N:24]([CH3:23])[CH3:30])[CH3:29])[cH:3][cH:4][c:5]([CH:6]=[O:7])[cH:8][cH:9]1. Reactants: O (water), OC(C(=O)O)CCSC (2-hydroxy-4-(methylthio)butanoic acid), C(CCCCCCCCCCCCC)O (1-tetradecanol), C1(=CC=C(C=C1)S(=O)(=O)O)C (p-toluenesulfonic acid), C1(=CC=CC=C1)C (toluene). The solvent is C(C)(=O)OCC (ethyl acetate). The product is OC(C(=O)OC(C(OCCCCCCCCCCCCCC)=O)CCSC)CCSC (1-4-(methylthio)-1-oxo-1-(tetradecyloxy)butan-2-yl 2-hydroxy-4-(methylthio)butanoate). The yield is 24.0%. As a reaction SMILES: [OH:1][CH:2]([CH2:6][CH2:7][S:8][CH3:9])[C:3]([OH:5])=[O:4].[CH2:10]([OH:24])[CH2:11][CH2:12][CH2:13][CH2:14][CH2:15][CH2:16][CH2:17][CH2:18][CH2:19][CH2:20][CH2:21][CH2:22][CH3:23].C1(C)C=C[C:28]([S:31](O)(=O)=O)=CC=1.[OH2:36].[C:37]1(C)C=C[CH:40]=[CH:39][CH:38]=1>C(OCC)(=O)C>[OH:1][CH:2]([CH2:6][CH2:7][S:8][CH3:9])[C:3]([O:5][CH:38]([CH2:39][CH2:40][S:31][CH3:28])[C:37](=[O:36])[O:24][CH2:10][CH2:11][CH2:12][CH2:13][CH2:14][CH2:15][CH2:16][CH2:17][CH2:18][CH2:19][CH2:20][CH2:21][CH2:22][CH3:23])=[O:4]. Reported procedure: To 2-hydroxy-4-(methylthio)butanoic acid (Alimet 88%) (10.1 g, 59.2 mmol) was added 1-tetradecanol (7.57 g, 35.3 mmol), p-toluenesulfonic acid (0.55 g, 2.9 mmol) in toluene (50 mL) in a round bottom flask that was fitted with a Dean Stark trap and reflux condenser. The resulting mixture was heated to reflux with removal of water overnight. The reaction was cooled to room temperature and then diluted with ethyl acetate (65 mL) and washed with sat. NaHCO3 (3×30 mL), water (1×30 mL), dried over mag...